This data is from the Open Reaction Database (ORD), a public repository of structured organic reaction records. The task is: describe an organic reaction: reactants, conditions, products, and yield Starting materials: C(C)(C)(C)OC(=O)N1CC(CC=2C1=NC(=C(N2)C2=CC=C(C=C2)C)C2=CC=C(C=C2)C)OC(C)=O (tert-Butyl-7-acetoxy-2,3-di-p-tolyl-7,8-dihydropyrido[2,3-b]pyrazine-5(6H)-carboxylate), N1CCCCC1 (piperidine). Solvent: O (water). Run at time 8 hour. The product is N1(CCCCC1)C1CC=2C(=NC(=C(N2)C2=CC=C(C=C2)C)C2=CC=C(C=C2)C)N(C1)C(=O)OC(C)(C)C (tert-Butyl 7-(piperidin-1-yl)-2,3-di-p-tolyl-7,8-dihydropyrido[2,3-b]pyrazine-5(6H)-carboxylate). Reaction SMILES: [C:1]([O:5][C:6]([N:8]1[C:13]2=[N:14][C:15]([C:25]3[CH:30]=[CH:29][C:28]([CH3:31])=[CH:27][CH:26]=3)=[C:16]([C:18]3[CH:23]=[CH:22][C:21]([CH3:24])=[CH:20][CH:19]=3)[N:17]=[C:12]2[CH2:11][CH:10](OC(=O)C)[CH2:9]1)=[O:7])([CH3:4])([CH3:3])[CH3:2].[NH:36]1[CH2:41][CH2:40][CH2:39][CH2:38][CH2:37]1>O>[N:36]1([CH:10]2[CH2:9][N:8]([C:6]([O:5][C:1]([CH3:3])([CH3:4])[CH3:2])=[O:7])[C:13]3=[N:14][C:15]([C:25]4[CH:30]=[CH:29][C:28]([CH3:31])=[CH:27][CH:26]=4)=[C:16]([C:18]4[CH:19]=[CH:20][C:21]([CH3:24])=[CH:22][CH:23]=4)[N:17]=[C:12]3[CH2:11]2)[CH2:41][CH2:40][CH2:39][CH2:38][CH2:37]1. Reported procedure: tert-Butyl-7-acetoxy-2,3-di-p-tolyl-7,8-dihydropyrido[2,3-b]pyrazine-5(6H)-carboxylate (step 5)(210 mg, 0.443 mmol) was treated with piperidine (4380 μl, 44.3 mmol). The resulting pale yellow suspension was sonicated and then stirred at room temperature overnight. The resulting solution was added to water (100 ml) and extracted with DCM (×3), passing the organic extracts through a phase separating column. The filtrate was concentrated under reduced pressure and purification of the crude material... Procedure details: To a solution of (R)-tert-butyl 3-((S)-4-acetamido-1-(6-fluoro-3′-methylbiphenyl-3-yl)-1-hydroxybutyl)piperidine-1-carboxylate (380 mg, 0.76 mmol) in anhydrous toluene (8 mL) was added Burgess reagent (352 mg, 1.47 mmol). The reaction mixture was stirred under reflux overnight. The solvent was removed and the residue was partitioned between EtOAc and H2O. The aqueous layer was extracted with EtOAc (3×10 mL). The combined organic extracts were washed with brine, dried over Na2SO4 and filtered. Th... Reactants: C(C)(=O)NCCC[C@@](O)(C=1C=C(C(=CC1)F)C1=CC(=CC=C1)C)[C@H]1CN(CCC1)C(=O)OC(C)(C)C ((R)-tert-butyl 3-((S)-4-acetamido-1-(6-fluoro-3′-methylbiphenyl-3-yl)-1-hydroxybutyl)piperidine-1-carboxylate), CC[N+](CC)(CC)S(=O)(=O)N=C([O-])OC (Burgess reagent). Isolated yield 30.1%. Solvent: C1(=CC=CC=C1)C (toluene). RXN SMILES: [C:1]([NH:4][CH2:5][CH2:6][CH2:7][C@:8]([C@@H:24]1[CH2:29][CH2:28][CH2:27][N:26]([C:30]([O:32][C:33]([CH3:36])([CH3:35])[CH3:34])=[O:31])[CH2:25]1)([C:10]1[CH:11]=[C:12]([C:17]2[CH:22]=[CH:21][CH:20]=[C:19]([CH3:23])[CH:18]=2)[C:13]([F:16])=[CH:14][CH:15]=1)O)(=[O:3])[CH3:2].CC[N+](S(N=C(OC)[O-])(=O)=O)(CC)CC>C1(C)C=CC=CC=1>[C:1]([NH:4][CH2:5][CH2:6][CH:7]=[C:8]([C@@H:24]1[CH2:29][CH2:28][CH2:27][N:26]([C:30]([O:32][C:33]([CH3:36])([CH3:35])[CH3:34])=[O:31])[CH2:25]1)[C:10]1[CH:11]=[C:12]([C:17]2[CH:22]=[CH:21][CH:20]=[C:19]([CH3:23])[CH:18]=2)[C:13]([F:16])=[CH:14][CH:15]=1)(=[O:3])[CH3:2]. The product is C(C)(=O)NCCC=C(C=1C=C(C(=CC1)F)C1=CC(=CC=C1)C)[C@H]1CN(CCC1)C(=O)OC(C)(C)C ((S)-tert-butyl 3-(4-acetamido-1-(6-fluoro-3′-methylbiphenyl-3-yl)but-1-enyl)piperidine-1-carboxylate). The reactants are CC(C)(C)OC(=O)N(Cc1ccccc1F)c1ccc(C=O)cn1, CC(C)[Mg+], [Cl-], [Cl-], [NH4+], C1CCOC1, O=S(=O)(c1ccccc1)n1cc(I)c2cc(Cl)cnc21. Product: CC(C)(C)OC(=O)N(Cc1ccccc1F)c1ccc(C(O)c2cn(S(=O)(=O)c3ccccc3)c3ncc(Cl)cc23)cn1. RXN SMILES: [C:26]([CH3:27])([CH3:28])([CH3:29])[O:30][C:31]([N:32]([c:33]1[n:34][cH:35][c:36]([CH:39]=[O:40])[cH:37][cH:38]1)[CH2:41][c:42]1[c:43]([F:48])[cH:44][cH:45][cH:46][cH:47]1)=[O:49].[CH:22]([Mg+:23])([CH3:24])[CH3:25].[Cl-:21].[Cl-:50].[NH4+:51].[O:52]1[CH2:53][CH2:54][CH2:55][CH2:56]1.[c:1]1([S:7](=[O:8])(=[O:9])[n:10]2[cH:11][c:12]([I:20])[c:13]3[c:14]2[n:15][cH:16][c:17]([Cl:19])[cH:18]3)[cH:2][cH:3][cH:4][cH:5][cH:6]1>>[c:1]1([S:7](=[O:8])(=[O:9])[n:10]2[cH:11][c:12]([CH:39]([c:36]3[cH:35][n:34][c:33]([N:32]([C:31]([O:30][C:26]([CH3:27])([CH3:28])[CH3:29])=[O:49])[CH2:41][c:42]4[c:43]([F:48])[cH:44][cH:45][cH:46][cH:47]4)[cH:38][cH:37]3)[OH:40])[c:13]3[c:14]2[n:15][cH:16][c:17]([Cl:19])[cH:18]3)[cH:2][cH:3][cH:4][cH:5][cH:6]1.